This data is from the Open Reaction Database (ORD), a public repository of structured organic reaction records. The task is: describe an organic reaction: reactants, conditions, products, and yield Reactants: BrC1=C(C=NC=C1)N(C(C1=CC(=CC(=C1)C(F)(F)F)C(F)(F)F)=O)C (N-(4-bromo-pyridin-3-yl)-N-methyl-3,5-bis-trifluoromethyl-benzamide), ClC1=C(C=CC=C1F)B(O)O (2-chloro-3-fluoro-benzeneboronic acid). Product: ClC1=C(C=CC=C1F)C1=C(C=NC=C1)N(C(C1=CC(=CC(=C1)C(F)(F)F)C(F)(F)F)=O)C (N-[4-(2-Chloro-3-fluoro-phenyl)-pyridin-3-yl]-N-methyl-3,5-bis-trifluoromethyl-benzamide). RXN SMILES: Br[C:2]1[CH:7]=[CH:6][N:5]=[CH:4][C:3]=1[N:8]([CH3:25])[C:9](=[O:24])[C:10]1[CH:15]=[C:14]([C:16]([F:19])([F:18])[F:17])[CH:13]=[C:12]([C:20]([F:23])([F:22])[F:21])[CH:11]=1.[Cl:26][C:27]1[C:32]([F:33])=[CH:31][CH:30]=[CH:29][C:28]=1B(O)O>>[Cl:26][C:27]1[C:32]([F:33])=[CH:31][CH:30]=[CH:29][C:28]=1[C:2]1[CH:7]=[CH:6][N:5]=[CH:4][C:3]=1[N:8]([CH3:25])[C:9](=[O:24])[C:10]1[CH:15]=[C:14]([C:16]([F:19])([F:18])[F:17])[CH:13]=[C:12]([C:20]([F:23])([F:22])[F:21])[CH:11]=1. Reported procedure: The title compound was prepared in analogy to example 58, from N-(4-bromo-pyridin-3-yl)-N-methyl-3,5-bis-trifluoromethyl-benzamide (example 25, intermediate a) and 2-chloro-3-fluoro-benzeneboronic acid (CAS RN 871329-52-1) and using preparative HPLC for the chromatographic purification. Off-white sticky solid (36%). MS (ESI): m/z=477.2 [M+H]+. Starting materials: Cl.ClC1=CC=C(C=C1)S(=O)(=O)N1[C@H](CNCC1)C ((2S)-1-[(4-chlorophenyl)sulfonyl]-2-methylpiperazine hydrochloride), C(CCl)Cl (EDC), C=1C=CC2=C(C1)N=NN2O (HOBT), CC1=CC=C(C=N1)C(=O)O (6-methyl-3-pyridinecarboxylic acid), C(C)N1CCOCC1 (N-ethylmorpholine). Run in C(Cl)Cl (DCM), O (H2O), O (water). Conditions: time 18 hour. Yields the product ClC1=CC=C(C=C1)S(=O)(=O)N1[C@H](CN(CC1)C(=O)C=1C=NC(=CC1)C)C ((2S)-1-[(4-Chlorophenyl)sulfonyl]-2-methyl-4-[(6-methyl-3-pyridinyl)carbonyl]piperazine). Isolated yield 41.3%. RXN SMILES: Cl.[Cl:2][C:3]1[CH:8]=[CH:7][C:6]([S:9]([N:12]2[CH2:17][CH2:16][NH:15][CH2:14][C@@H:13]2[CH3:18])(=[O:11])=[O:10])=[CH:5][CH:4]=1.C(Cl)CCl.C1C=CC2N(O)N=NC=2C=1.[CH3:33][C:34]1[N:39]=[CH:38][C:37]([C:40](O)=[O:41])=[CH:36][CH:35]=1.C(N1CCOCC1)C>C(Cl)Cl.O>[Cl:2][C:3]1[CH:4]=[CH:5][C:6]([S:9]([N:12]2[CH2:17][CH2:16][N:15]([C:40]([C:37]3[CH:38]=[N:39][C:34]([CH3:33])=[CH:35][CH:36]=3)=[O:41])[CH2:14][C@@H:13]2[CH3:18])(=[O:10])=[O:11])=[CH:7][CH:8]=1 |f:0.1|. Procedure details: To a suspension of (2S)-1-[(4-chlorophenyl)sulfonyl]-2-methylpiperazine hydrochloride (Description 4) (105 mg, 0.338 mmol), EDC (71.2 mg, 0.371 mmol), HOBT.H2O (56.9 mg, 0.371 mmol) and 6-methyl-3-pyridinecarboxylic acid (51.0 mg, 0.372 mmol) in DCM (5 ml) was added N-ethylmorpholine (0.090 ml, 0.710 mmol). The reaction was stirred for 18 h at ambient temperature. To the reaction was added water (3 ml) and the organic layer collected via a hydrophobic frit. The organic layer was reduced in volum... Starting materials: C(=O)([O-])[O-].[Na+].[Na+] (Na2CO3), FC(C(=O)N1CC2C=3C=CC(=CC3C(C1)C2)O)(F)F (2,2,2-Trifluoro-1-(4-hydroxy-10-aza-tricyclo[6.3.1.02,7]dodeca-2(7),3,5-trien-10-yl)-ethanone), C(C)(=O)OCC.Cl (HCl ethyl acetate). Run in CO.O (methanol H2O). Reaction conditions: temperature 65 celsius. Product: Cl.C12C=3C=C(C=CC3C(CNC1)C2)O (10-Azatricyclo[6.3.1.02,7]dodeca-2(7),3,5-trien-4-ol hydrochloride). Reaction SMILES: FC(F)(F)C([N:5]1[CH2:15][CH:14]2[CH2:16][CH:7]([C:8]3[CH:9]=[CH:10][C:11]([OH:17])=[CH:12][C:13]=32)[CH2:6]1)=O.C([O-])([O-])=O.[Na+].[Na+].C(OCC)(=O)C.[ClH:32]>CO.O>[ClH:32].[CH:14]12[CH2:16][CH:7]([CH2:6][NH:5][CH2:15]1)[C:8]1[CH:9]=[CH:10][C:11]([OH:17])=[CH:12][C:13]2=1 |f:1.2.3,4.5,6.7,8.9|. Procedure details: 2,2,2-Trifluoro-1-(4-hydroxy-10-aza-tricyclo[6.3.1.02,7]dodeca-2(7),3,5-trien-10-yl)-ethanone (50 mg, 0.184 mmol) was dissolved in methanol/H2O (3/1, 5 mL), treated with Na2CO3(s) (40 mg, 0.369 mmol) and warmed to 65° C. for 2 hours. The mixture was concentrated, diluted with H2O and extracted with CH2Cl2 (3×20 mL) then dried through a cotton plug. Filtration through a Silica gel plug provided an oil (10% methanol/CH2Cl2) which was treated with 3N HCl ethyl acetate (3 mL) then concentrated, diss... The reactants are NC1=N[C@@](CS(C1(C)C)(=O)=O)(C1=C(C=CC=C1)F)CF ((S)-5-amino-3-(fluoromethyl)-3-(2-fluorophenyl)-6,6-dimethyl-3,6-dihydro-2H-1,4-thiazine 1,1-dioxide), S(O)(O)(=O)=O (sulfuric acid), [N+](=O)([O-])[O-].[K+] (potassium nitrate), ice water, [OH-].[NH4+] (ammonium hydroxide). The solvent is O (water). Run at time 30 minute. Yields the product NC1=N[C@](CS(C1(C)C)(=O)=O)(CF)C1=C(C=CC(=C1)[N+](=O)[O-])F ((5)-5-amino-3-(2-fluoro-5-nitrophenyl)-3-(fluoromethyl)-6,6-dimethyl-3,6-dihydro-2H-1,4-thiazine 1,1-dioxide). Isolated yield 101.4%. RXN SMILES: [NH2:1][C:2]1[C:7]([CH3:9])([CH3:8])[S:6](=[O:11])(=[O:10])[CH2:5][C@@:4]([CH2:19][F:20])([C:12]2[CH:17]=[CH:16][CH:15]=[CH:14][C:13]=2[F:18])[N:3]=1.S(=O)(=O)(O)O.[N+:26]([O-])([O-:28])=[O:27].[K+].[OH-].[NH4+]>O>[NH2:1][C:2]1[C:7]([CH3:9])([CH3:8])[S:6](=[O:11])(=[O:10])[CH2:5][C@:4]([C:12]2[CH:17]=[C:16]([N+:26]([O-:28])=[O:27])[CH:15]=[CH:14][C:13]=2[F:18])([CH2:19][F:20])[N:3]=1 |f:2.3,4.5|. Procedure: To a solution of (S)-5-amino-3-(fluoromethyl)-3-(2-fluorophenyl)-6,6-dimethyl-3,6-dihydro-2H-1,4-thiazine 1,1-dioxide (1.98 g, 6.55 mmol) in sulfuric acid (8.73 mL, 0.16 mol) at 0° C. was added potassium nitrate (0.69 g, 6.88 mmol) portion wise. When the addition was completed, the reaction mixture was allowed to warm to room temperature and the mixture was stirred at room temperature for 30 min. The reaction mixture was carefully poured over ice-water (100 mL) and neutralized by the addition of...